Dataset: the Open Reaction Database (ORD), a public repository of structured organic reaction records. Task: describe an organic reaction: reactants, conditions, products, and yield Reactants: C[C@@H](CCCC=1C=NC=CC1)N ((S)-alpha-methyl-3-pyridinebutanamine), C([C@@H](O)C1=CC=CC=C1)(=O)O ((S)-mandelic acid), C1(CCCCC1)N=C=NC1CCCCC1 (1,3-dicyclohexylcarbodiimide), ON1N=NC2=C1C=CC=C2 (1-hydroxybenzotriazole). The solvent is ClCCl (dichloromethane), CN(C=O)C (dimethylformamide), CO (MeOH). Reaction SMILES: [CH3:1][C@H:2]([NH2:12])[CH2:3][CH2:4][CH2:5][C:6]1[CH:7]=[N:8][CH:9]=[CH:10][CH:11]=1.[C:13](O)(=[O:22])[C@H:14]([C:16]1[CH:21]=[CH:20][CH:19]=[CH:18][CH:17]=1)[OH:15].C1(N=C=NC2CCCCC2)CCCCC1.ON1C2C=CC=CC=2N=N1>ClCCl.CO.CN(C)C=O>[OH:15][CH:14]([C:16]1[CH:21]=[CH:20][CH:19]=[CH:18][CH:17]=1)[C:13]([NH:12][CH:2]([CH3:1])[CH2:3][CH2:4][CH2:5][C:6]1[CH:7]=[N:8][CH:9]=[CH:10][CH:11]=1)=[O:22]. Product: OC(C(=O)NC(CCCC=1C=NC=CC1)C)C1=CC=CC=C1 (alpha-hydroxy-N-[1-methyl-4-(3-pyridinyl)butyl]benzeneacetamide). Procedure details: Under the conditions outlined in Example 14a, 76.2 g of the amine was reacted with 74.2 g of (S)-mandelic acid in the presence of 105.2 g of 1,3-dicyclohexylcarbodiimide and 78.4 g of 1-hydroxybenzotriazole in 1L of dimethylformamide. A similar workup furnished 109 g of [S-(S*,S*)]-alpha-hydroxy-N-[1-methyl-4-(3-pyridinyl)butyl]benzeneacetamide, mp 143°-145° C., [α]D25 +27.8° (c, 1.0, MeOH). Run in O (water). The product is OC1=NC=NC2=C(C=CC=C12)C(=O)OC (methyl 4-hydroxyquinazoline-8-carboxylate). Run at temperature 50 celsius. The reactants are OC1=NC=NC2=C(C=CC=C12)C(=O)O (4-hydroxyquinazoline-8-carboxylic acid), CO (MeOH), OS(=O)(=O)O (H2SO4), C(=O)(O)[O-].[Na+] (NaHCO3). Reported procedure: A 1 L round bottom flask was charged with 4-hydroxyquinazoline-8-carboxylic acid (A), MeOH (300 mL), and H2SO4 (10 mL). The reaction was heated to 50° C. for 2 days. Upon cooling to room temperature, the reaction mixture was neutralized with NaHCO3 and diluted with water. The methanol was removed in vacuo, and the precipitate was collected, washed with water and heptanes, then dried to give methyl 4-hydroxyquinazoline-8-carboxylate (18.3 g, 65%, over 2 steps combining both isomers from A and B). As a reaction SMILES: [OH:1][C:2]1[C:11]2[C:6](=[C:7]([C:12]([OH:14])=[O:13])[CH:8]=[CH:9][CH:10]=2)[N:5]=[CH:4][N:3]=1.CO.OS(O)(=O)=O.[C:22]([O-])(O)=O.[Na+]>O>[OH:1][C:2]1[C:11]2[C:6](=[C:7]([C:12]([O:14][CH3:22])=[O:13])[CH:8]=[CH:9][CH:10]=2)[N:5]=[CH:4][N:3]=1 |f:3.4|. Reactants: C(C)(=O)O[BH-](OC(C)=O)OC(C)=O.[Na+] (sodium triacetoxyborohydride), OC(=O)C(F)(F)F.C1(CC1)NC=1N=C2C(=NC1N1CCC(CC1)OC1=C(C=C(C=C1)F)F)C(NCC2)C (N-cyclopropyl-3-(4-(2,4-difluorophenoxyl)piperidin-1-yl)-5-methyl-5,6,7,8-tetrahydropyrido[3,4-b]pyrazin-2-amine TFA salt), C=O (formaldehyde), CCN(C(C)C)C(C)C (DIPEA). The solvent is C(Cl)Cl (DCM). Product: C1(CC1)NC=1N=C2C(=NC1N1CCC(CC1)OC1=C(C=C(C=C1)F)F)C(N(CC2)C)C (N-cyclopropyl-3-(4-(2,4-difluorophenoxyl)piperidin-1-yl)-5,6-dimethyl-5,6,7,8-tetrahydropyrido[3,4-b]pyrazin-2-amine), C(=O)(C(F)(F)F)O (TFA). Yield: 250.6%. As a reaction SMILES: [OH:1][C:2]([C:4]([F:7])([F:6])[F:5])=[O:3].[CH:8]1([NH:11][C:12]2[N:13]=[C:14]3[CH2:36][CH2:35][NH:34][CH:33]([CH3:37])[C:15]3=[N:16][C:17]=2[N:18]2[CH2:23][CH2:22][CH:21]([O:24][C:25]3[CH:30]=[CH:29][C:28]([F:31])=[CH:27][C:26]=3[F:32])[CH2:20][CH2:19]2)[CH2:10][CH2:9]1.C=O.CCN(C(C)C)C(C)C.C(O[BH-](OC(=O)C)OC(=O)C)(=O)C.[Na+]>C(Cl)Cl>[CH:8]1([NH:11][C:12]2[N:13]=[C:14]3[CH2:36][CH2:35][N:34]([CH3:2])[CH:33]([CH3:37])[C:15]3=[N:16][C:17]=2[N:18]2[CH2:19][CH2:20][CH:21]([O:24][C:25]3[CH:30]=[CH:29][C:28]([F:31])=[CH:27][C:26]=3[F:32])[CH2:22][CH2:23]2)[CH2:10][CH2:9]1.[C:2]([OH:3])([C:4]([F:7])([F:6])[F:5])=[O:1] |f:0.1,4.5|. Procedure: A solution of N-cyclopropyl-3-(4-(2,4-difluorophenoxyl)piperidin-1-yl)-5-methyl-5,6,7,8-tetrahydropyrido[3,4-b]pyrazin-2-amine TFA salt (15 mg, 0.028 mmol), formaldehyde (1.5 μL, 0.057 mmol), and DIPEA (5.0 μL, 0.028 mmol) in DCM (283 μL) was stirred for 10 min. To this was then added sodium triacetoxyborohydride (18.0 mg, 0.085 mmol) and the reaction mixture was stirred overnight. Purification by HPLC Method A afforded the title compound as a TFA salt (4 mg). 1H NMR (400 MHz, methanol-d4) 6 ppm... Procedure details: 100 g (0.82 mole) of 2,6-dimethylphenol and 167.4 g (1.64 mole) of acetic anhydride were refluxed for 4 h. The reaction mixture was poured onto ice and extracted with methylene chloride. The organic phase was washed with dilute sodium hydroxide solution, dried and concentrated under reduced pressure. 138 g of 2,6-dimethylphenyl acetate were obtained. To this product were added 120.2 g (0.9 mole) of anhydrous aluminum chloride in portions, during which the temperature rose to 85° C. The mixture w... Yield: 102.5%. The product is C(C)(=O)OC1=C(C=CC=C1C)C (2,6-dimethylphenyl acetate). Reactants: CC1=C(C(=CC=C1)C)O (2,6-dimethylphenol), C(C)(=O)OC(C)=O (acetic anhydride). Reaction SMILES: [CH3:1][C:2]1[CH:7]=[CH:6][CH:5]=[C:4]([CH3:8])[C:3]=1[OH:9].[C:10](OC(=O)C)(=[O:12])[CH3:11]>>[C:10]([O:9][C:3]1[C:4]([CH3:8])=[CH:5][CH:6]=[CH:7][C:2]=1[CH3:1])(=[O:12])[CH3:11]. Starting materials: CN1C(=C(C=C1)C(=O)OCC)C (Ethyl 1,2-dimethyl-1H-pyrrole-3-carboxylate), C (charcoal), BrC1=C(C=O)C=CC(=C1)Cl (2-bromo-4-chlorobenzaldehyde), C(C)(=O)[O-].[K+] (potassium acetate). As a reaction SMILES: [CH3:1][N:2]1[CH:6]=[CH:5][C:4]([C:7]([O:9][CH2:10][CH3:11])=[O:8])=[C:3]1[CH3:12].Br[C:14]1[CH:21]=[C:20]([Cl:22])[CH:19]=[CH:18][C:15]=1[CH:16]=[O:17].C([O-])(=O)C.[K+].C>CN(C)C(=O)C.[Pd].ClCCl>[Cl:22][C:20]1[CH:19]=[CH:18][C:15]([CH:16]=[O:17])=[C:14]([C:6]2[N:2]([CH3:1])[C:3]([CH3:12])=[C:4]([C:7]([O:9][CH2:10][CH3:11])=[O:8])[CH:5]=2)[CH:21]=1 |f:2.3|. Procedure details: To a solution of 10.5 g of the compound obtained in Step A (62.8 mmol) in 65 mL of N,N-dimethylacetamide there are successively added 15.2 g of 2-bromo-4-chlorobenzaldehyde (69 mmol), 12.3 g of potassium acetate (125.6 mmol) and then the batch is stirred under argon for 20 minutes. There are then added 2.2 g of palladium catalyst PdC12(PPh3)2 (3.14 mmol). The reaction mixture is then heated at 130° C. overnight. The mixture is allowed to return to ambient temperature and it is then diluted with ... Product: ClC=1C=CC(=C(C1)C1=CC(=C(N1C)C)C(=O)OCC)C=O (Ethyl 5-(5-chloro-2-formylphenyl)-1,2-dimethyl-1H-pyrrole-3-carboxylate). Solvent: CN(C(C)=O)C (N,N-dimethylacetamide), ClCCl (dichloromethane). Run at temperature 130 celsius, time 20 minute. Reagents/catalysts: [Pd] (palladium). Reaction SMILES: [CH3:1][C:2]1[O:6][N:5]=[C:4]([C:7]2[CH:12]=[CH:11][CH:10]=[CH:9][CH:8]=2)[C:3]=1[C:13]1[NH:14][C:15]2[C:20]([C:21]=1[CH2:22][CH:23](C(OCC)=O)[C:24]([O:26]CC)=[O:25])=[CH:19][CH:18]=[CH:17][CH:16]=2>Cl>[CH3:1][C:2]1[O:6][N:5]=[C:4]([C:7]2[CH:8]=[CH:9][CH:10]=[CH:11][CH:12]=2)[C:3]=1[C:13]1[NH:14][C:15]2[C:20]([C:21]=1[CH2:22][CH2:23][C:24]([OH:26])=[O:25])=[CH:19][CH:18]=[CH:17][CH:16]=2. Solvent: Cl (hydrochloric acid). Reactants: CC1=C(C(=NO1)C1=CC=CC=C1)C=1NC2=CC=CC=C2C1CC(C(=O)OCC)C(=O)OCC ([[2-(5-methyl-3-phenyl-4-isoxazolyl)-1H-indol-3-yl]methyl]propanedioic acid, diethyl ester). The product is CC1=C(C(=NO1)C1=CC=CC=C1)C=1NC2=CC=CC=C2C1CCC(=O)O (2-(5-methyl-3-phenyl-4-isoxazolyl)-3-indole propionic acid). Procedure: A mixture of 22.8 g (0.05 mole) of [[2-(5-methyl-3-phenyl-4-isoxazolyl)-1H-indol-3-yl]methyl]propanedioic acid, diethyl ester and 150 ml of 12N hydrochloric acid is refluxed for 65 hours. The mixture is cooled and extracted with ether. The ether is washed with water, dried over anhydrous magnesium sulfate, filtered and evaporated. The solid residue is then decolorized with charcoal and recrystallized from ether hexane to give 2-(5-methyl-3-phenyl-4-isoxazolyl)-3-indole propionic acid m.p. 170° t... Starting materials: CCOC(=O)C(C)(C)Oc1ccc(C)nc1, CS(C)=O, O=CO, O. Yields the product Cc1ccc(OC(C)(C)C(=O)O)cn1. As a reaction SMILES: [CH3:1][c:2]1[cH:3][cH:4][c:5]([O:8][C:9]([C:10](=[O:11])[O:12][CH2:13][CH3:14])([CH3:15])[CH3:16])[cH:6][n:7]1.[CH3:20][S:21]([CH3:22])=[O:23].[CH:17]([OH:18])=[O:19].[OH2:24]>>[CH3:1][c:2]1[cH:3][cH:4][c:5]([O:8][C:9]([C:10](=[O:11])[OH:12])([CH3:15])[CH3:16])[cH:6][n:7]1.